This data is from the Open Reaction Database (ORD), a public repository of structured organic reaction records. The task is: describe an organic reaction: reactants, conditions, products, and yield Starting materials: CS(=O)(=O)O, COc1ccc(CCCC(=O)O)cc1C. The product is COc1cc2c(cc1C)CCCC2=O. As a reaction SMILES: [CH3:16][S:17](=[O:18])(=[O:19])[OH:20].[CH3:1][O:2][c:3]1[c:4]([CH3:15])[cH:5][c:6]([CH2:9][CH2:10][CH2:11][C:12](=[O:13])[OH:14])[cH:7][cH:8]1>>[CH3:1][O:2][c:3]1[c:4]([CH3:15])[cH:5][c:6]2[c:7]([cH:8]1)[C:12](=[O:14])[CH2:11][CH2:10][CH2:9]2. The reactants are C(C1=CC=CC=C1)OC(=O)N[C@H](C(=O)OC(C)(C)C)CC1=CC=C(C=C1)C1=NC=C(C=N1)Br ((S)-tert-butyl 2-(((benzyloxy)carbonyl)amino)-3-(4-(5-bromopyrimidin-2-yl)phenyl)propanoate), C(CCCCCC)OC1=CC=C(C=C1)B(O)O ((4-(heptyloxy)phenyl)boronic acid), C([O-])(O)=O.[Na+] (sodium bicarbonate), N#N (N2). The reagents and catalysts are C1=CC=C(C=C1)P([C-]2C=CC=C2)C3=CC=CC=C3.C1=CC=C(C=C1)P([C-]2C=CC=C2)C3=CC=CC=C3.Cl[Pd]Cl.[Fe+2] (Pd(dppf)Cl2). Solvent: CC(OCC)=O (EA), O (water), C(C)#N (acetonitrile), C1CCOC1 (THF), O (water). Reaction conditions: temperature 110 celsius. Yields the product C(C1=CC=CC=C1)OC(=O)N[C@H](C(=O)OC(C)(C)C)CC1=CC=C(C=C1)C1=NC=C(C=N1)C1=CC=C(C=C1)OCCCCCCC ((S)-tert-butyl 2-(((benzyloxy)carbonyl)amino)-3-(4-(5-(4-(heptyloxy)phenyl)pyrimidin-2-yl)phenyl)propanoate). Isolated yield 62.0%. As a reaction SMILES: [CH2:1]([O:8][C:9]([NH:11][C@@H:12]([CH2:20][C:21]1[CH:26]=[CH:25][C:24]([C:27]2[N:32]=[CH:31][C:30](Br)=[CH:29][N:28]=2)=[CH:23][CH:22]=1)[C:13]([O:15][C:16]([CH3:19])([CH3:18])[CH3:17])=[O:14])=[O:10])[C:2]1[CH:7]=[CH:6][CH:5]=[CH:4][CH:3]=1.[CH2:34]([O:41][C:42]1[CH:47]=[CH:46][C:45](B(O)O)=[CH:44][CH:43]=1)[CH2:35][CH2:36][CH2:37][CH2:38][CH2:39][CH3:40].C(=O)(O)[O-].[Na+].N#N>C(#N)C.C1COCC1.CC(=O)OCC.O.C1C=CC(P(C2C=CC=CC=2)[C-]2C=CC=C2)=CC=1.C1C=CC(P(C2C=CC=CC=2)[C-]2C=CC=C2)=CC=1.Cl[Pd]Cl.[Fe+2]>[CH2:1]([O:8][C:9]([NH:11][C@@H:12]([CH2:20][C:21]1[CH:26]=[CH:25][C:24]([C:27]2[N:32]=[CH:31][C:30]([C:45]3[CH:46]=[CH:47][C:42]([O:41][CH2:34][CH2:35][CH2:36][CH2:37][CH2:38][CH2:39][CH3:40])=[CH:43][CH:44]=3)=[CH:29][N:28]=2)=[CH:23][CH:22]=1)[C:13]([O:15][C:16]([CH3:19])([CH3:18])[CH3:17])=[O:14])=[O:10])[C:2]1[CH:7]=[CH:6][CH:5]=[CH:4][CH:3]=1 |f:2.3,9.10.11.12|. Procedure details: Prepared using General Procedure 10: A stirred solution of (S)-tert-butyl 2-(((benzyloxy)carbonyl)amino)-3-(4-(5-bromopyrimidin-2-yl)phenyl)propanoate INT-7 (759 mg, 1.48 mmol), (4-(heptyloxy)phenyl)boronic acid (455 mg, 1.93 mmol) and sodium bicarbonate (311 mg, 3.70 mmol) in acetonitrile (5 ml), THF (5 ml), and water (4 ml) was degassed with N2 for 5 min. Pd(dppf)Cl2 (108 mg, 0.15 mmol) was added and the reaction was heated to 110° C. in the microwave for 50 min. The reaction was diluted with ... Starting materials: C1CCC2=NCCCN2CC1, C1CCOC1, CC(C)Oc1ccc(-c2noc(-c3ccc(CO)cc3)n2)cc1Cl, [Na+], O=C([O-])O, [N-]=[N+]=NP(=O)(Oc1ccccc1)Oc1ccccc1. The product is CC(C)Oc1ccc(-c2noc(-c3ccc(CN=[N+]=[N-])cc3)n2)cc1Cl. Reaction SMILES: [CH2:25]1[CH2:26][CH2:27][C:28]2=[N:33][CH2:32][CH2:31][CH2:30][N:29]2[CH2:34][CH2:35]1.[CH2:60]1[O:61][CH2:62][CH2:63][CH2:64]1.[Cl:1][c:2]1[cH:3][c:4](-[c:12]2[n:13][o:14][c:15](-[c:17]3[cH:18][cH:19][c:20]([CH2:23][OH:24])[cH:21][cH:22]3)[n:16]2)[cH:5][cH:6][c:7]1[O:8][CH:9]([CH3:10])[CH3:11].[Na+:59].[O-:55][C:56]([OH:57])=[O:58].[P:36](=[O:37])([O:38][c:39]1[cH:40][cH:41][cH:42][cH:43][cH:44]1)([O:45][c:46]1[cH:47][cH:48][cH:49][cH:50][cH:51]1)[N:52]=[N+:53]=[N-:54]>>[Cl:1][c:2]1[cH:3][c:4](-[c:12]2[n:13][o:14][c:15](-[c:17]3[cH:18][cH:19][c:20]([CH2:23][N:52]=[N+:53]=[N-:54])[cH:21][cH:22]3)[n:16]2)[cH:5][cH:6][c:7]1[O:8][CH:9]([CH3:10])[CH3:11]. Reactants: COc1ncccc1-c1cc(NC(=O)c2ccc([N+](=O)[O-])cc2)c(OC)c(C(C)(C)C)c1, CCOC(C)=O, CO. The product is COc1ncccc1-c1cc(NC(=O)c2ccc(N)cc2)c(OC)c(C(C)(C)C)c1. As a reaction SMILES: [C:1]([CH3:2])([CH3:3])([CH3:4])[c:5]1[c:6]([O:31][CH3:32])[c:7]([NH:19][C:20]([c:21]2[cH:22][cH:23][c:24]([N+:27]([O-:28])=[O:29])[cH:25][cH:26]2)=[O:30])[cH:8][c:9](-[c:11]2[c:12]([O:17][CH3:18])[n:13][cH:14][cH:15][cH:16]2)[cH:10]1.[CH3:33][CH2:34][O:35][C:36]([CH3:37])=[O:38].[CH3:39][OH:40]>>[C:1]([CH3:2])([CH3:3])([CH3:4])[c:5]1[c:6]([O:31][CH3:32])[c:7]([NH:19][C:20]([c:21]2[cH:22][cH:23][c:24]([NH2:27])[cH:25][cH:26]2)=[O:30])[cH:8][c:9](-[c:11]2[c:12]([O:17][CH3:18])[n:13][cH:14][cH:15][cH:16]2)[cH:10]1.